This data is from the Open Reaction Database (ORD), a public repository of structured organic reaction records. The task is: describe an organic reaction: reactants, conditions, products, and yield As a reaction SMILES: [Br:23][c:24]1[c:25]([F:30])[cH:26][cH:27][cH:28][cH:29]1.[F:1][C:2]([O:3][c:4]1[cH:5][cH:6][c:7]([N:10]2[C:11](=[O:20])[C:12]3([CH2:13][CH2:14]2)[CH2:15][CH2:16][NH:17][CH2:18][CH2:19]3)[cH:8][cH:9]1)([F:21])[F:22]>>[F:1][C:2]([O:3][c:4]1[cH:5][cH:6][c:7]([N:10]2[C:11](=[O:20])[C:12]3([CH2:13][CH2:14]2)[CH2:15][CH2:16][N:17]([c:24]2[c:25]([F:30])[cH:26][cH:27][cH:28][cH:29]2)[CH2:18][CH2:19]3)[cH:8][cH:9]1)([F:21])[F:22]. Yields the product O=C1N(c2ccc(OC(F)(F)F)cc2)CCC12CCN(c1ccccc1F)CC2. The reactants are Fc1ccccc1Br, O=C1N(c2ccc(OC(F)(F)F)cc2)CCC12CCNCC2. Reported procedure: The reaction was conducted according to the same procedure as Example 57 except that 50 mg (159 pmol) of the compound obtained in Example 5 instead of the compound obtained in Example 12 and 5.0 molar equivalents of boron tribromide (BBr3) were used. Then the resulting product was separated by preparative TLC to give 23 mg of the title compound in a yield of 51%. Yield: 50536600.0%. Yields the product OC=1C=C(C=CC1O)C=1OC2=CC=C(C=C2C(C1O)=O)O (2-(3,4-Dihydroxyphenyl)-3,6-dihydroxy-4H-chromen-4-one). The reactants are O1COC2=C1C=CC(=C2)C=2OC1=CC=C(C=C1C(C2O)=O)OC (2-(Benzo[1,3]dioxol-5-yl)-3-hydroxy-6-methoxy-chromen-4-one), B(Br)(Br)Br (boron tribromide). Reaction SMILES: [O:1]1[C:5]2[CH:6]=[CH:7][C:8]([C:10]3[O:11][C:12]4[C:17]([C:18](=[O:21])[C:19]=3[OH:20])=[CH:16][C:15]([O:22]C)=[CH:14][CH:13]=4)=[CH:9][C:4]=2[O:3]C1.B(Br)(Br)Br>>[OH:3][C:4]1[CH:9]=[C:8]([C:10]2[O:11][C:12]3[C:17]([C:18](=[O:21])[C:19]=2[OH:20])=[CH:16][C:15]([OH:22])=[CH:14][CH:13]=3)[CH:7]=[CH:6][C:5]=1[OH:1].